This data is from the Open Reaction Database (ORD), a public repository of structured organic reaction records. The task is: describe an organic reaction: reactants, conditions, products, and yield Reactants: CCCc1c(OCc2cccc(C(=O)Nc3cccc(C(=O)OC)c3)c2)ccc(C(C)=O)c1O, [Li+], C1CCOC1, [OH-], O. The product is CCCc1c(OCc2cccc(C(=O)Nc3cccc(C(=O)O)c3)c2)ccc(C(C)=O)c1O. Reaction SMILES: [CH3:3][O:4][C:5]([c:6]1[cH:7][c:8]([NH:12][C:13]([c:14]2[cH:15][c:16]([CH2:20][O:21][c:22]3[c:23]([CH2:32][CH2:33][CH3:34])[c:24]([OH:31])[c:25]([C:28]([CH3:29])=[O:30])[cH:26][cH:27]3)[cH:17][cH:18][cH:19]2)=[O:35])[cH:9][cH:10][cH:11]1)=[O:36].[Li+:1].[O:37]1[CH2:38][CH2:39][CH2:40][CH2:41]1.[OH-:2].[OH2:42]>>[O:4]=[C:5]([c:6]1[cH:7][c:8]([NH:12][C:13]([c:14]2[cH:15][c:16]([CH2:20][O:21][c:22]3[c:23]([CH2:32][CH2:33][CH3:34])[c:24]([OH:31])[c:25]([C:28]([CH3:29])=[O:30])[cH:26][cH:27]3)[cH:17][cH:18][cH:19]2)=[O:35])[cH:9][cH:10][cH:11]1)[OH:36]. Reactants: CC(C)(C)N(C([O-])=O)[C@@H](CC1=CC=C(C=C1)C(CBr)=O)CN1C(C2=CC=CC=C2C1=O)=O (1,1-dimethylethyl{(1S)-2-[4-(bromoacetyl)phenyl]-1-[(1,3-dioxo-1,3-dihydro-2H-isoindol-2-yl)methyl]ethyl}carbamate), BrC=1C(=NC=CC1)N (3-bromo-2-pyridinamine), C([O-])(O)=O.[Na+] (sodium bicarbonate). The solvent is C(C)(C)O (isopropanol). Yields the product BrC=1C=2N(C=CC1)C=C(N2)C2=CC=C(C=C2)C[C@@H](CN2C(C1=CC=CC=C1C2=O)=O)NC(OC(C)(C)C)=O (1,1-Dimethylethyl {(1S)-2-[4-(8-bromoimidazo[1,2-a]pyridin-2-yl)phenyl]-1-[(1,3-dioxo-1,3-dihydro-2H-isoindol-2yl)methyl]ethyl}carbamate). Isolated yield 72.0%. As a reaction SMILES: CC([N:5]([C@H:9]([CH2:21][N:22]1[C:30](=[O:31])[C:29]2[C:24](=[CH:25][CH:26]=[CH:27][CH:28]=2)[C:23]1=[O:32])[CH2:10][C:11]1[CH:16]=[CH:15][C:14]([C:17](=O)[CH2:18]Br)=[CH:13][CH:12]=1)[C:6](=[O:8])[O-:7])(C)C.[Br:33][C:34]1[C:35]([NH2:40])=[N:36][CH:37]=[CH:38][CH:39]=1.C(=O)(O)[O-].[Na+]>C(O)(C)C>[Br:33][C:34]1[C:35]2[N:36]([CH:18]=[C:17]([C:14]3[CH:15]=[CH:16][C:11]([CH2:10][C@H:9]([NH:5][C:6](=[O:8])[O:7][C:11]([CH3:16])([CH3:12])[CH3:10])[CH2:21][N:22]4[C:23](=[O:32])[C:24]5[C:29](=[CH:28][CH:27]=[CH:26][CH:25]=5)[C:30]4=[O:31])=[CH:12][CH:13]=3)[N:40]=2)[CH:37]=[CH:38][CH:39]=1 |f:2.3|. Reported procedure: A solution of 1,1-dimethylethyl{(1S)-2-[4-(bromoacetyl)phenyl]-1-[(1,3-dioxo-1,3-dihydro-2H-isoindol-2-yl)methyl]ethyl}carbamate (6.9 mmol), 3-bromo-2-pyridinamine (8.4 mmol), and sodium bicarbonate (10.4 mmol) in isopropanol (70 mL) were stirred at 80° C. for 18 h. The reaction was then cooled to RT and a precipitate formed which was filtered, washed with cold hexanes (3×100 mL), and dried to afford the title compound as light gray solid (72%). ESMS [M+H]+: 576.2.